This data is from the Open Reaction Database (ORD), a public repository of structured organic reaction records. The task is: describe an organic reaction: reactants, conditions, products, and yield Reactants: CCOC(OCC)P(C)(=O)OCC, [Li]CCCC, Cc1ccc(C=C[N+](=O)[O-])cc1, CCCCCC, CC(C)NC(C)C, [Cl-], [NH4+], C1CCOC1. Yields the product CCOC(OCC)P(=O)(CC(C[N+](=O)[O-])c1ccc(C)cc1)OCC. RXN SMILES: [CH2:13]([CH3:14])[O:15][P:16](=[O:17])([CH3:18])[CH:19]([O:20][CH2:21][CH3:22])[O:23][CH2:24][CH3:25].[CH2:8]([Li:9])[CH2:10][CH2:11][CH3:12].[CH3:26][c:27]1[cH:28][cH:29][c:30]([CH:31]=[CH:32][N+:33](=[O:34])[O-:35])[cH:36][cH:37]1.[CH3:45][CH2:46][CH2:47][CH2:48][CH2:49][CH3:50].[CH:1]([NH:2][CH:3]([CH3:4])[CH3:5])([CH3:6])[CH3:7].[Cl-:38].[NH4+:39].[O:40]1[CH2:41][CH2:42][CH2:43][CH2:44]1>>[CH2:13]([CH3:14])[O:15][P:16](=[O:17])([CH2:18][CH:31]([c:30]1[cH:29][cH:28][c:27]([CH3:26])[cH:37][cH:36]1)[CH2:32][N+:33](=[O:34])[O-:35])[CH:19]([O:20][CH2:21][CH3:22])[O:23][CH2:24][CH3:25].